describe an organic reaction: reactants, conditions, products, and yield From a dataset of the Open Reaction Database (ORD), a public repository of structured organic reaction records. The reactants are C1(CC1)C1=CC(=NN1)CNC(=O)C1=C(N(C(=C1)C1=C(C=CC(=C1)OC)OC)CC1CCCCC1)C (Cyclohexylmethyl-5-(2,5-dimethoxy-phenyl)-2-methyl-1H-pyrrole-3-carboxylic acid (5-cyclopropyl-1H-pyrazol-3-ylmethyl)-amide), C([O-])([O-])=O.[K+].[K+] (potassium carbonate), FC(CI)(F)F (1,1,1-trifluoro-2-iodo-ethane), CN(C)C=O (DMF). Run at temperature 100 celsius. The product is C1(CCCCC1)NC(=O)C1=C(N(C(=C1)C1=C(C=C(C=C1)OCC(F)(F)F)C)CC1CCCCC1)C (Cyclohexylmethyl-2-methyl-5-[2-methyl-4-(2,2,2-trifluoro-ethoxy)-phenyl]-1H-pyrrole-3-carboxylic acid cyclohexylamide). Reaction SMILES: [CH:1]1([C:4]2NN=[C:6]([CH2:9][NH:10][C:11]([C:13]3[CH:17]=[C:16]([C:18]4[CH:23]=[C:22](OC)[CH:21]=[CH:20][C:19]=4OC)[N:15]([CH2:28][CH:29]4[CH2:34][CH2:33][CH2:32][CH2:31][CH2:30]4)[C:14]=3[CH3:35])=[O:12])[CH:5]=2)[CH2:3]C1.[C:36](=[O:39])([O-])[O-].[K+].[K+].[F:42][C:43]([F:47])([F:46])CI.[CH3:48]N(C=O)C>>[CH:9]1([NH:10][C:11]([C:13]2[CH:17]=[C:16]([C:18]3[CH:23]=[CH:22][C:21]([O:39][CH2:36][C:43]([F:47])([F:46])[F:42])=[CH:20][C:19]=3[CH3:48])[N:15]([CH2:28][CH:29]3[CH2:30][CH2:31][CH2:32][CH2:33][CH2:34]3)[C:14]=2[CH3:35])=[O:12])[CH2:3][CH2:1][CH2:4][CH2:5][CH2:6]1 |f:1.2.3|. Reported procedure: To 70 mg of 1-Cyclohexylmethyl-5-(4-hydroxy-2-methyl-phenyl)-2-methyl-1H-pyrrole-3-carboxylic acid cyclohexylamide (Example 111) in DMF was added 115 mg of potassium carbonate and 0.067 ml of 1,1,1-trifluoro-2-iodo-ethane. The reaction mixture was heated at 100° C. for 16 hours. The reaction mixture was then concentrated in vacuo and purified by column chromatography to give the title compound; MS (ISP) 491.3 (M+H)+. The yield is 83.0%. As a reaction SMILES: [OH-].[K+].CO.[C:5]([C:9]1[CH:14]=[CH:13][C:12]([SH:15])=[CH:11][CH:10]=1)([CH3:8])([CH3:7])[CH3:6].[C:16]([N:20]=[N:21][C:22](Cl)([CH3:32])[CH2:23][CH2:24][C:25]([O:27][CH2:28][CH2:29][CH2:30][CH3:31])=[O:26])([CH3:19])([CH3:18])[CH3:17]>O.CCCCC>[C:16]([N:20]=[N:21][C:22]([S:15][C:12]1[CH:11]=[CH:10][C:9]([C:5]([CH3:8])([CH3:6])[CH3:7])=[CH:14][CH:13]=1)([CH3:32])[CH2:23][CH2:24][C:25]([O:27][CH2:28][CH2:29][CH2:30][CH3:31])=[O:26])([CH3:19])([CH3:18])[CH3:17] |f:0.1|. The reactants are [OH-].[K+] (potassium hydroxide), C(C)(C)(C)N=NC(CCC(=O)OCCCC)(C)Cl (n-butyl 4-t-butylazo-4-chlorovalerate), CO (methanol), C(C)(C)(C)C1=CC=C(C=C1)S (para-t-butylthiophenol). Reported procedure: To a stirred solution of 36.2 grams (0.55 moles) of 85% potassium hydroxide in 200 ml. of methanol in a 2 liter jacketed reactor was added with cooling 91.5 grams (0.55 moles) of para-t-butylthiophenol. After the addition was complete the reaction was stirred for 20 minutes. Then a solution of approximately 138.25 grams (0.5 moles) of n-butyl 4-t-butylazo-4-chlorovalerate (prepared as in step B) in 1000 ml. of pentane was added over a 20 minute period, holding the temperature at 10°-20° C by cir... Product: C(C)(C)(C)N=NC(CCC(=O)OCCCC)(C)SC1=CC=C(C=C1)C(C)(C)C (n-butyl 4-t-butylazo-4-(p-t-butylthiophenoxy)valerate). The solvent is O (water), CCCCC (pentane), O (water). Run at time 20 minute. Starting materials: Cc1cc2ccccc2c(O)c1-c1ccccc1, O=Cc1ccc(F)cc1, [H-], [Na+], CN(C)C=O. Product: Cc1cc2ccccc2c(Oc2ccc(C=O)cc2)c1-c1ccccc1. Reaction SMILES: [CH3:1][c:2]1[c:3](-[c:13]2[cH:14][cH:15][cH:16][cH:17][cH:18]2)[c:4]([OH:12])[c:5]2[cH:6][cH:7][cH:8][cH:9][c:10]2[cH:11]1.[F:21][c:22]1[cH:23][cH:24][c:25]([CH:26]=[O:27])[cH:28][cH:29]1.[H-:20].[Na+:19].[O:30]=[CH:31][N:32]([CH3:33])[CH3:34]>>[CH3:1][c:2]1[c:3](-[c:13]2[cH:14][cH:15][cH:16][cH:17][cH:18]2)[c:4]([O:12][c:22]2[cH:23][cH:24][c:25]([CH:26]=[O:27])[cH:28][cH:29]2)[c:5]2[cH:6][cH:7][cH:8][cH:9][c:10]2[cH:11]1. Reactants: BrC1=CC(=CC(=C1)C(F)(F)F)[N+](=O)[O-] (1-bromo-3-nitro-5-(trifluoromethyl)benzene), CC1(OB(OC1(C)C)C1=CCN(CC1)C(=O)OC(C)(C)C)C (tert-butyl 4-(4,4,5,5-tetramethyl-1,3,2-dioxaborolan-2-yl)-5,6-dihydropyridine-1 (2H)-carboxylate). The reagents and catalysts are C=1C=CC(=CC1)[P](C=2C=CC=CC2)(C=3C=CC=CC3)[Pd]([P](C=4C=CC=CC4)(C=5C=CC=CC5)C=6C=CC=CC6)([P](C=7C=CC=CC7)(C=8C=CC=CC8)C=9C=CC=CC9)[P](C=1C=CC=CC1)(C=1C=CC=CC1)C=1C=CC=CC1 (tetrakis(triphenylphosphine)palladium(0)). Solvent: O1CCOCC1 (dioxane), C([O-])(O)=O.[Na+] (sodium bicarbonate). Reaction conditions: temperature 120 celsius, time 1.5 hour. Yields the product [N+](=O)([O-])C=1C=C(C=C(C1)C(F)(F)F)C1=CCN(CC1)C(=O)OC(C)(C)C (tert-butyl 4-(3-nitro-5-(trifluoromethyl)phenyl)-5,6-dihydropyridine-1(2H)-carboxylate). The yield is 128.1%. Reaction SMILES: Br[C:2]1[CH:7]=[C:6]([C:8]([F:11])([F:10])[F:9])[CH:5]=[C:4]([N+:12]([O-:14])=[O:13])[CH:3]=1.CC1(C)C(C)(C)OB([C:23]2[CH2:28][CH2:27][N:26]([C:29]([O:31][C:32]([CH3:35])([CH3:34])[CH3:33])=[O:30])[CH2:25][CH:24]=2)O1>O1CCOCC1.C(=O)(O)[O-].[Na+].C1C=CC([P]([Pd]([P](C2C=CC=CC=2)(C2C=CC=CC=2)C2C=CC=CC=2)([P](C2C=CC=CC=2)(C2C=CC=CC=2)C2C=CC=CC=2)[P](C2C=CC=CC=2)(C2C=CC=CC=2)C2C=CC=CC=2)(C2C=CC=CC=2)C2C=CC=CC=2)=CC=1>[N+:12]([C:4]1[CH:3]=[C:2]([C:23]2[CH2:28][CH2:27][N:26]([C:29]([O:31][C:32]([CH3:35])([CH3:34])[CH3:33])=[O:30])[CH2:25][CH:24]=2)[CH:7]=[C:6]([C:8]([F:11])([F:10])[F:9])[CH:5]=1)([O-:14])=[O:13] |f:3.4,^1:51,53,72,91|. Procedure details: Mix 1-bromo-3-nitro-5-(trifluoromethyl)benzene (200 mg, 0.65 mmol), tert-butyl 4-(4,4,5,5-tetramethyl-1,3,2-dioxaborolan-2-yl)-5,6-dihydropyridine-1 (2H)-carboxylate (175 mg, 0.65 mmol), tetrakis(triphenylphosphine)palladium(0) (35 mg, 0.03 mmol) in dioxane and saturated sodium bicarbonate solution (3:1, 10 mL), stir the mixture at 120° C. for 1.5 hrs. Cool to room temperature; concentrate under reduced pressure to give the crude product. Purify by flash chromatography (silica gel, EtOAc:PE=20:1... Reactants: BrB(Br)Br, O=C([O-])O, COc1ccc2c(C(=O)c3ccc(OCCN4CCCCC4)cc3)c(-c3c(F)cc(F)cc3F)ccc2c1, CO, ClCCl, Cl, [Na+]. Product: O=C(c1ccc(OCCN2CCCCC2)cc1)c1c(-c2c(F)cc(F)cc2F)ccc2cc(O)ccc12. Reaction SMILES: [B:40]([Br:41])([Br:42])[Br:43].[C:44](=[O:45])([OH:46])[O-:47].[CH3:1][O:2][c:3]1[cH:4][c:5]2[cH:6][cH:7][c:8](-[c:30]3[c:31]([F:38])[cH:32][c:33]([F:37])[cH:34][c:35]3[F:36])[c:9]([C:13](=[O:14])[c:15]3[cH:16][cH:17][c:18]([O:21][CH2:22][CH2:23][N:24]4[CH2:25][CH2:26][CH2:27][CH2:28][CH2:29]4)[cH:19][cH:20]3)[c:10]2[cH:11][cH:12]1.[CH3:52][OH:53].[Cl:49][CH2:50][Cl:51].[ClH:39].[Na+:48]>>[OH:2][c:3]1[cH:4][c:5]2[cH:6][cH:7][c:8](-[c:30]3[c:31]([F:38])[cH:32][c:33]([F:37])[cH:34][c:35]3[F:36])[c:9]([C:13](=[O:14])[c:15]3[cH:16][cH:17][c:18]([O:21][CH2:22][CH2:23][N:24]4[CH2:25][CH2:26][CH2:27][CH2:28][CH2:29]4)[cH:19][cH:20]3)[c:10]2[cH:11][cH:12]1.